From a dataset of the Open Reaction Database (ORD), a public repository of structured organic reaction records. describe an organic reaction: reactants, conditions, products, and yield Procedure details: To a solution of starting from methyl 4-(1-(5-chloro-2-(3-((4-fluoro-2-methylphenyl)(methyl)amino)azetidin-1-yl)nicotinamido)cyclopropyl)benzoate (D171) (56 mg, 0.107 mmol). in a mixture 1-4 dioxane/water (3 ml/1 ml), 1N NaOH (0.16 ml) was added. The reaction mixture was stirred 2 h at 60° C. Organic solvent was evaporated in vacuo and the reaction mixture was acidified with 2N HCl (pH=2) and the resulting mixture was extracted with ethylacetate (3×5 ml). Combined organics were evaporated in vac... The reactants are [OH-].[Na+] (NaOH), ClC=1C=NC(=C(C(=O)NC2(CC2)C2=CC=C(C(=O)OC)C=C2)C1)N1CC(C1)N(C)C1=C(C=C(C=C1)F)C (methyl 4-(1-(5-chloro-2-(3-((4-fluoro-2-methylphenyl)(methyl)amino)azetidin-1-yl)nicotinamido)cyclopropyl)benzoate). The solvent is C1COCCO1.O (1-4 dioxane water). RXN SMILES: [Cl:1][C:2]1[CH:3]=[N:4][C:5]([N:24]2[CH2:27][CH:26]([N:28]([C:30]3[CH:35]=[CH:34][C:33]([F:36])=[CH:32][C:31]=3[CH3:37])[CH3:29])[CH2:25]2)=[C:6]([CH:23]=1)[C:7]([NH:9][C:10]1([C:13]2[CH:22]=[CH:21][C:16]([C:17]([O:19]C)=[O:18])=[CH:15][CH:14]=2)[CH2:12][CH2:11]1)=[O:8].[OH-].[Na+]>C1OCCOC1.O>[Cl:1][C:2]1[CH:3]=[N:4][C:5]([N:24]2[CH2:25][CH:26]([N:28]([C:30]3[CH:35]=[CH:34][C:33]([F:36])=[CH:32][C:31]=3[CH3:37])[CH3:29])[CH2:27]2)=[C:6]([CH:23]=1)[C:7]([NH:9][C:10]1([C:13]2[CH:22]=[CH:21][C:16]([C:17]([OH:19])=[O:18])=[CH:15][CH:14]=2)[CH2:12][CH2:11]1)=[O:8] |f:1.2,3.4|. Yields the product ClC=1C=NC(=C(C(=O)NC2(CC2)C2=CC=C(C(=O)O)C=C2)C1)N1CC(C1)N(C)C1=C(C=C(C=C1)F)C (4-(1-(5-chloro-2-(3-((4-fluoro-2-methylphenyl)(methyl)amino)azetidin-1-yl)nicotinamido)cyclopropyl)benzoic acid). Reaction conditions: temperature 60 celsius, time 2 hour.